Dataset: the Open Reaction Database (ORD), a public repository of structured organic reaction records. Task: describe an organic reaction: reactants, conditions, products, and yield The reactants are CO, Cl, COC(=O)c1nc(NC(=O)c2c(F)cccc2F)sc1-c1cccc(C(F)(F)F)c1, [Na+], [OH-]. Yields the product O=C(O)c1nc(NC(=O)c2c(F)cccc2F)sc1-c1cccc(C(F)(F)F)c1. RXN SMILES: [CH3:34][OH:35].[ClH:33].[F:1][c:2]1[c:3]([C:4](=[O:5])[NH:6][c:7]2[s:8][c:9](-[c:16]3[cH:17][c:18]([C:22]([F:23])([F:24])[F:25])[cH:19][cH:20][cH:21]3)[c:10]([C:12](=[O:13])[O:14][CH3:15])[n:11]2)[c:26]([F:30])[cH:27][cH:28][cH:29]1.[Na+:32].[OH-:31]>>[F:1][c:2]1[c:3]([C:4](=[O:5])[NH:6][c:7]2[s:8][c:9](-[c:16]3[cH:17][c:18]([C:22]([F:23])([F:24])[F:25])[cH:19][cH:20][cH:21]3)[c:10]([C:12](=[O:13])[OH:14])[n:11]2)[c:26]([F:30])[cH:27][cH:28][cH:29]1. Starting materials: C(C)OC=1C=C(C=CC1)N1C(=NC(=C1)C(=O)O)C1=CC=C(C=C1)C (1-(3-Ethoxyphenyl)-2-(4-methylphenyl)-1H-imidazole-4-carboxylic acid), Cl (hydrochloric acid), C(C)OC=1C=C(C=CC1)N1C(=NC(=C1)C(=O)OCC)C1=CC=C(C=C1)C (ethyl 1-(3-ethoxyphenyl)-2-(4-methylphenyl)-1H-imidazole-4-carboxylate), [OH-].[Na+] (NaOH). Solvent: O1CCCC1 (tetrahydrofuran), O (water), CO (methanol). Reaction conditions: time 8 hour. Product: C(C)OC=1C=C(C=CC1)NC(=N)C1=CC=C(C=C1)C (N-(3-Ethoxyphenyl)-4-methylbenzenecarboxamidine). Reaction SMILES: [CH2:1]([O:3][C:4]1[CH:5]=[C:6]([N:10]2C=C(C(O)=O)[N:12]=[C:11]2[C:18]2[CH:23]=[CH:22][C:21]([CH3:24])=[CH:20][CH:19]=2)[CH:7]=[CH:8][CH:9]=1)[CH3:2].C(OC1C=C(N2C=C(C(OCC)=O)N=C2C2C=CC(C)=CC=2)C=CC=1)C.[OH-].[Na+].Cl>O1CCCC1.O.CO>[CH2:1]([O:3][C:4]1[CH:5]=[C:6]([NH:10][C:11]([C:18]2[CH:19]=[CH:20][C:21]([CH3:24])=[CH:22][CH:23]=2)=[NH:12])[CH:7]=[CH:8][CH:9]=1)[CH3:2] |f:2.3|. Procedure details: To a solution of 2.2 mL (4.4 mmol) of 2.0 M (in tetrahydrofuran) sodium bis(trimethylsilyl)amide in 5.0 mL of tetrahydrofuran at ambient temperature was added 0.52 mL (4.0 mmol) of 3-ethoxyaniline and the resulting solution was stirred for 20 min. To this reaction mixture was slowly added a solution of 0.47 g (4.0 mmol) of p-tolunitrile in 2.0 mL of tetrahydrofuran. The resulting mixture was stirred at ambient temperature for 5 hrs and then poured into brine (25 mL) and dichloromethane (50 mL). ... Starting materials: NC1=NC(=NC2=C(C(=C(C=C12)OC)OC)OC)Cl (4-amino-2-chloro-6,7,8-trimethoxyquinazoline), N1CCC(CC1)N1C(CC2(CCCC2)CC1=O)=O (8-(4-piperidinyl)-8-azaspiro-[4,5]decan-7,9-dione), C([O-])([O-])=O.[Na+].[Na+] (sodium carbonate). Run in CN(C=O)C (dimethylformamide). Conditions: time 8 hour. Product: Cl.NC1=NC(=NC2=C(C(=C(C=C12)OC)OC)OC)N1CCC(CC1)N1C(CC2(CCCC2)CC1=O)=O (8-[1-(4-amino-6,7,8-trimethoxy-2-quinazolinyl)-4-piperidinyl]-8-azaspiro[4,5]decan-7,9dione monohydrochloride). Reaction SMILES: [NH2:1][C:2]1[C:11]2[C:6](=[C:7]([O:16][CH3:17])[C:8]([O:14][CH3:15])=[C:9]([O:12][CH3:13])[CH:10]=2)[N:5]=[C:4]([Cl:18])[N:3]=1.[NH:19]1[CH2:24][CH2:23][CH:22]([N:25]2[C:34](=[O:35])[CH2:33][C:28]3([CH2:32][CH2:31][CH2:30][CH2:29]3)[CH2:27][C:26]2=[O:36])[CH2:21][CH2:20]1.C(=O)([O-])[O-].[Na+].[Na+]>CN(C)C=O>[ClH:18].[NH2:1][C:2]1[C:11]2[C:6](=[C:7]([O:16][CH3:17])[C:8]([O:14][CH3:15])=[C:9]([O:12][CH3:13])[CH:10]=2)[N:5]=[C:4]([N:19]2[CH2:24][CH2:23][CH:22]([N:25]3[C:26](=[O:36])[CH2:27][C:28]4([CH2:32][CH2:31][CH2:30][CH2:29]4)[CH2:33][C:34]3=[O:35])[CH2:21][CH2:20]2)[N:3]=1 |f:2.3.4,6.7|. Procedure details: The mixture of 5.39 g of 4-amino-2-chloro-6,7,8-trimethoxyquinazoline, 5.25 g of 8-(4-piperidinyl)-8-azaspiro-[4,5]decan-7,9-dione, 4.24 g of anhydrouus sodium carbonate and 75 ml of dimethylformamide is stirred at 150° for 8 hours. After cooling to room temperature it is filtered, the filtrate evaporated, the residue dissolved in ethyl acetate and the solution washed with aqueous sodium bicarbonate and water. It is dried, evaporated, the residue dissolved in 75 ml of ethyl acetate and allowed t... Reactants: BrBr, CC(=O)[O-], CC(=O)O, COc1cccc([N+](=O)[O-])c1N, [Na+]. Yields the product COc1cc(Br)cc([N+](=O)[O-])c1N. As a reaction SMILES: [Br:6][Br:7].[C:1]([O-:2])(=[O:3])[CH3:4].[C:20]([OH:21])(=[O:22])[CH3:23].[CH3:8][O:9][c:10]1[c:11]([NH2:19])[c:12]([N+:16](=[O:17])[O-:18])[cH:13][cH:14][cH:15]1.[Na+:5]>>[Br:6][c:14]1[cH:13][c:12]([N+:16](=[O:17])[O-:18])[c:11]([NH2:19])[c:10]([O:9][CH3:8])[cH:15]1. Starting materials: BrCCc1ccccc1, CCOCC, [Mg], O=CCCc1ccccc1. Yields the product OC(CCc1ccccc1)CCc1ccccc1. RXN SMILES: [Br:1][CH2:2][CH2:3][c:4]1[cH:5][cH:6][cH:7][cH:8][cH:9]1.[CH2:21]([O:22][CH2:23][CH3:24])[CH3:25].[Mg:10].[c:11]1([CH2:17][CH2:18][CH:19]=[O:20])[cH:12][cH:13][cH:14][cH:15][cH:16]1>>[CH2:2]([CH2:3][c:4]1[cH:5][cH:6][cH:7][cH:8][cH:9]1)[CH:19]([CH2:18][CH2:17][c:11]1[cH:12][cH:13][cH:14][cH:15][cH:16]1)[OH:20].